This data is from the Open Reaction Database (ORD), a public repository of structured organic reaction records. The task is: describe an organic reaction: reactants, conditions, products, and yield Reactants: N[C@@H](C)C(=O)O (alanine), N[C@@H](C)C(=O)O (alanine), O=C(C(=O)[O-])CCC(=O)[O-] (alpha-ketoglutarate). The product is C(C(=O)C)(=O)[O-] (pyruvate), N[C@@H](CCC(=O)[O-])C(=O)[O-] (glutamate). Reaction SMILES: [NH2:1][C@H:2]([C:4]([OH:6])=[O:5])[CH3:3].[O:7]=[C:8]([CH2:12]CC([O-])=O)[C:9]([O-:11])=[O:10]>>[C:9]([O-:11])(=[O:10])[C:8]([CH3:12])=[O:7].[NH2:1][C@H:2]([C:4]([O-:6])=[O:5])[CH2:3][CH2:8][C:9]([O-:11])=[O:10]. Reported procedure: Generally speaking, in an alanine aminotransferase (ALT/GPT) assay, the enzyme reacts with alanine and alpha-ketoglutarate to form pyruvate and glutamate. The pyruvate that forms reacts with 2,4-dinitro phenylhydrazine that is colored at 490-520 nm. High levels of alanine aminotransferase are associated with hepatitis and other liver diseases. In an aspartate aminotransferase (AST/GOT) assay, the enzyme reacts with aspartate 1 and 2-oxoglutarate to form oxaloacetate and glutamate. The oxaloaceta... The reactants are C, O=C(NC12CCC(C(=O)OC3CCCCO3)(CC1)CC2)OCc1ccccc1, CCO, [H][H], [Pd]. The product is NC12CCC(C(=O)OC3CCCCO3)(CC1)CC2. RXN SMILES: [C:34].[CH2:1]([O:2][C:3](=[O:4])[NH:11][C:12]12[CH2:13][CH2:14][C:15]([C:20](=[O:21])[O:22][CH:23]3[O:24][CH2:25][CH2:26][CH2:27][CH2:28]3)([CH2:16][CH2:17]1)[CH2:18][CH2:19]2)[c:5]1[cH:6][cH:7][cH:8][cH:9][cH:10]1.[CH3:31][CH2:32][OH:33].[H:29][H:30].[Pd:35]>>[NH2:11][C:12]12[CH2:13][CH2:14][C:15]([C:20](=[O:21])[O:22][CH:23]3[O:24][CH2:25][CH2:26][CH2:27][CH2:28]3)([CH2:16][CH2:17]1)[CH2:18][CH2:19]2. Reactants: [Br-], CCCC[P+](C)(CCCC)CCCC, Cc1cn[nH]c1, Clc1ccccc1Cl, Cc1cccc(C)c1N(CCl)C(=O)CCl, [Na+], [OH-], O. Product: Cc1cnn(CN(C(=O)CCl)c2c(C)cccc2C)c1. RXN SMILES: [Br-:24].[CH2:25]([P+:26]([CH2:27][CH2:28][CH2:29][CH3:30])([CH2:31][CH2:32][CH2:33][CH3:34])[CH3:35])[CH2:36][CH2:37][CH3:38].[CH3:1][c:2]1[cH:3][n:4][nH:5][cH:6]1.[Cl:39][c:40]1[cH:41][cH:42][cH:43][cH:44][c:45]1[Cl:46].[Cl:9][CH2:10][C:11](=[O:12])[N:13]([c:14]1[c:15]([CH3:21])[cH:16][cH:17][cH:18][c:19]1[CH3:20])[CH2:22][Cl:23].[Na+:8].[OH-:7].[OH2:47]>>[CH3:1][c:2]1[cH:3][n:4]([CH2:22][N:13]([C:11]([CH2:10][Cl:9])=[O:12])[c:14]2[c:15]([CH3:21])[cH:16][cH:17][cH:18][c:19]2[CH3:20])[n:5][cH:6]1.